Dataset: the Open Reaction Database (ORD), a public repository of structured organic reaction records. Task: describe an organic reaction: reactants, conditions, products, and yield Reactants: CN1NC(=C(C1=O)C(C1=C(C=CC(=C1)C)[N+](=O)[O-])=O)C (1,3-dimethyl-4-(2-nitro-5-methylbenzoyl)-5-pyrazolone), S(=O)(=O)(Cl)Cl (sulfuryl chloride). Solvent: C1=CC=CC=C1 (benzene). Conditions: time 4 hour. The product is CN1N=C(C(C1=O)(C(C1=C(C=CC(=C1)C)[N+](=O)[O-])=O)Cl)C (1,3-Dimethyl-4-chloro-4-(2-nitro-5-methylbenzoyl)-5-pyrazolone). Yield: 67.1%. Reaction SMILES: [CH3:1][N:2]1[C:6](=[O:7])[C:5]([C:8](=[O:19])[C:9]2[CH:14]=[C:13]([CH3:15])[CH:12]=[CH:11][C:10]=2[N+:16]([O-:18])=[O:17])=[C:4]([CH3:20])[NH:3]1.S(Cl)([Cl:24])(=O)=O>C1C=CC=CC=1>[CH3:1][N:2]1[C:6](=[O:7])[C:5]([Cl:24])([C:8](=[O:19])[C:9]2[CH:14]=[C:13]([CH3:15])[CH:12]=[CH:11][C:10]=2[N+:16]([O-:18])=[O:17])[C:4]([CH3:20])=[N:3]1. Procedure details: To a suspension of 2.65 g of 1,3-dimethyl-4-(2-nitro-5-methylbenzoyl)-5-pyrazolone in 20 ml of dry benzene was added 1.62 g of sulfuryl chloride and the mixture was stirred at room temperature for 4 hours. After completion of the reaction, the reaction mixture was treated in the same manner as in the Example 1 to give 2.0 g of the desired product melting at 110° - 111° C. (Yield 64.72%) The reactants are C(C)SC=1SC(C(N1)=O)=CC=1C=C2C=NN(C2=CC1)CC1=C(C=C(C=C1)O)C(F)(F)F (2-Ethylsulfanyl-5-[1-(4-hydroxy-2-trifluoromethyl-benzyl)-1H-indazol-5-ylmethylene]-thiazol-4-one), C(C)(C)(C)OC(=O)N1[C@H](CNCC1)CO ((2R)2-Hydroxymethyl-piperazine-1-carboxylic acid tert-butyl ester). Product: C(C)(C)(C)OC(=O)N1[C@H](CN(CC1)C=1SC(C(N1)=O)=CC=1C=C2C=NN(C2=CC1)CC1=C(C=C(C=C1)O)C(F)(F)F)CO ((2R)2-Hydroxymethyl-4-{5-[1-(4-hydroxy-2-trifluoromethyl-benzyl)-1H-indazol-5-ylmethylene]-4-oxo-4,5-dihydro-thiazol-2-yl}-piperazine-1-carboxylic acid tert-butyl ester). RXN SMILES: C(S[C:4]1[S:5][C:6](=[CH:10][C:11]2[CH:12]=[C:13]3[C:17](=[CH:18][CH:19]=2)[N:16]([CH2:20][C:21]2[CH:26]=[CH:25][C:24]([OH:27])=[CH:23][C:22]=2[C:28]([F:31])([F:30])[F:29])[N:15]=[CH:14]3)[C:7](=[O:9])[N:8]=1)C.[C:32]([O:36][C:37]([N:39]1[CH2:44][CH2:43][NH:42][CH2:41][C@@H:40]1[CH2:45][OH:46])=[O:38])([CH3:35])([CH3:34])[CH3:33]>>[C:32]([O:36][C:37]([N:39]1[CH2:44][CH2:43][N:42]([C:4]2[S:5][C:6](=[CH:10][C:11]3[CH:12]=[C:13]4[C:17](=[CH:18][CH:19]=3)[N:16]([CH2:20][C:21]3[CH:26]=[CH:25][C:24]([OH:27])=[CH:23][C:22]=3[C:28]([F:31])([F:29])[F:30])[N:15]=[CH:14]4)[C:7](=[O:9])[N:8]=2)[CH2:41][C@@H:40]1[CH2:45][OH:46])=[O:38])([CH3:35])([CH3:34])[CH3:33]. Procedure: (2R)2-Hydroxymethyl-4-{5-[1-(4-hydroxy-2-trifluoromethyl-benzyl)-1H-indazol-5-ylmethylene]-4-oxo-4,5-dihydro-thiazol-2-yl}-piperazine-1-carboxylic acid tert-butyl ester was prepared from 2-Ethylsulfanyl-5-[1-(4-hydroxy-2-trifluoromethyl-benzyl)-1H-indazol-5-ylmethylene]-thiazol-4-one and (2R)2-Hydroxymethyl-piperazine-1-carboxylic acid tert-butyl ester following General Procedure C.